This data is from the Open Reaction Database (ORD), a public repository of structured organic reaction records. The task is: describe an organic reaction: reactants, conditions, products, and yield The reactants are [Al+3], CCOc1ccc([Si](C)(C)COC(C)=O)cc1, CCOCC, [H-], [H-], [H-], [H-], [Li+], [Na+], [OH-], O, O=S(=O)(O)O. Yields the product CCOc1ccc([Si](C)(C)CO)cc1. RXN SMILES: [Al+3:2].[C:7](=[O:8])([CH3:9])[O:10][CH2:11][Si:12]([CH3:13])([CH3:14])[c:15]1[cH:16][cH:17][c:18]([O:21][CH2:22][CH3:23])[cH:19][cH:20]1.[CH3:31][CH2:32][O:33][CH2:34][CH3:35].[H-:1].[H-:4].[H-:5].[H-:6].[Li+:3].[Na+:25].[OH-:24].[OH2:36].[S:26](=[O:27])(=[O:28])([OH:29])[OH:30]>>[OH:10][CH2:11][Si:12]([CH3:13])([CH3:14])[c:15]1[cH:16][cH:17][c:18]([O:21][CH2:22][CH3:23])[cH:19][cH:20]1. Starting materials: NC1=NC(=C(C(=N1)N[C@H]1C=C[C@H](C1)CO)NC=O)Cl ((1S,4R)-4-[(2-amino-6-chloro-5-formamido-4-pyrimidinyl)amino]-2-cyclopentene-1-methanol), Cl (hydrochloric acid). Solvent: CO (methanol), [OH-].[Na+] (sodium hydroxide). Reaction conditions: time 4 hour. The product is Cl.NC1=NC(=C2N=CN(C2=N1)[C@H]1C=C[C@H](C1)CO)Cl ((1S,4R)-4-(2-Amino-6-chloro-9-H-purin-9-yl)-2-cyclopentene-1-methanol Hydrochloride). Yield: 184.4%. RXN SMILES: [NH2:1][C:2]1[N:7]=[C:6]([NH:8][C@@H:9]2[CH2:13][C@H:12]([CH2:14][OH:15])[CH:11]=[CH:10]2)[C:5]([NH:16][CH:17]=O)=[C:4]([Cl:19])[N:3]=1.Cl>CO.[OH-].[Na+]>[ClH:19].[NH2:1][C:2]1[N:7]=[C:6]2[C:5]([N:16]=[CH:17][N:8]2[C@@H:9]2[CH2:13][C@H:12]([CH2:14][OH:15])[CH:11]=[CH:10]2)=[C:4]([Cl:19])[N:3]=1 |f:3.4,5.6|. Reported procedure: A mixture of (1S,4R)-4-[(2-amino-6-chloro-5-formamido-4-pyrimidinyl)amino]-2-cyclopentene-1-methanol (Example 7, 1.00 g, 3.50 mmol) and trietbylorthoformate (Aldrich, Sure Seal, 18 mL) was stirred while concentrated hydrochloric acid (37%, 1.25 mL) was added in one portion. The resulting clear, colorless solution was stirred under nitrogen A white precipitate began to form after 15 minutes. After 4 hours, TLC of a drop of the reaction mixture dissolved in methanol and neutralized with sodium hyd... Starting materials: ClC=1C(=C(C=CC1)[C@@](CCCCOC)(O)[C@H]1CNCCC1)F ((S)-1-(3-chloro-2-fluorophenyl)-5-methoxy-1-((R)-piperidin-3-yl)pentan-1-ol), CCN(C(C)C)C(C)C (DIEA), [N+](=O)([O-])C1=CC=C(OC(=O)N[C@H]([C@H](CNC(OCC[Si](C)(C)C)=O)O[Si](C)(C)C)CC2CCCCC2)C=C1 (2-(trimethylsilyl)ethyl (2S,3S)-3-(4-nitrophenoxycarbonylamino)-4-cyclohexyl-2-(trimethylsilyloxy)butylcarbamate). Reported procedure: To a solution of (S)-1-(3-chloro-2-fluorophenyl)-5-methoxy-1-((R)-piperidin-3-yl)pentan-1-ol (33.0 mg, 0.10 mmol) in CH2Cl2 (2 mL), DIEA (39 mg, 0.30 mmol) was added, followed by the solution of 2-(trimethylsilyl)ethyl (2S,3S)-3-(4-nitrophenoxycarbonylamino)-4-cyclohexyl-2-(trimethylsilyloxy)butylcarbamate in CH2Cl2 (0.8 mL, 0.2 mmol) prepared in the previous step. The resulting yellow solution was stirred at rt for 30 min, and completion of reaction was confirmed by LC-MS. Solvent was removed u... Reaction SMILES: [Cl:1][C:2]1[C:3]([F:22])=[C:4]([C@:8]([C@@H:16]2[CH2:21][CH2:20][CH2:19][NH:18][CH2:17]2)([OH:15])[CH2:9][CH2:10][CH2:11][CH2:12][O:13][CH3:14])[CH:5]=[CH:6][CH:7]=1.CCN(C(C)C)C(C)C.[N+](C1C=CC([O:39][C:40]([NH:42][C@@H:43]([CH2:61][CH:62]2[CH2:67][CH2:66][CH2:65][CH2:64][CH2:63]2)[C@@H:44]([O:56][Si](C)(C)C)[CH2:45][NH:46][C:47](=[O:55])[O:48][CH2:49][CH2:50][Si:51]([CH3:54])([CH3:53])[CH3:52])=O)=CC=1)([O-])=O>C(Cl)Cl>[Cl:1][C:2]1[C:3]([F:22])=[C:4]([C@:8]([C@@H:16]2[CH2:21][CH2:20][CH2:19][N:18]([C:40]([NH:42][C@@H:43]([CH2:61][CH:62]3[CH2:63][CH2:64][CH2:65][CH2:66][CH2:67]3)[C@@H:44]([OH:56])[CH2:45][NH:46][C:47](=[O:55])[O:48][CH2:49][CH2:50][Si:51]([CH3:52])([CH3:54])[CH3:53])=[O:39])[CH2:17]2)([OH:15])[CH2:9][CH2:10][CH2:11][CH2:12][O:13][CH3:14])[CH:5]=[CH:6][CH:7]=1. Product: ClC=1C(=C(C=CC1)[C@@](CCCCOC)(O)[C@H]1CN(CCC1)C(=O)N[C@H]([C@H](CNC(OCC[Si](C)(C)C)=O)O)CC1CCCCC1)F (2-(trimethylsilyl)ethyl (2S,3S)-3-((R)-3-((S)-1-(3-chloro-2-fluorophenyl)-1-hydroxy-5-methoxypentyl)piperidine-1-carboxamido)-4-cyclohexyl-2-hydroxybutylcarbamate). Run at time 30 minute. Yield: 38.0%. The solvent is C(Cl)Cl (CH2Cl2), C(Cl)Cl (CH2Cl2).